This data is from the Open Reaction Database (ORD), a public repository of structured organic reaction records. The task is: describe an organic reaction: reactants, conditions, products, and yield Starting materials: C1CCOC1, CO, CCOC(=O)c1cc2c(C3CCCCC3)c(-c3ccccc3)[nH]c2s1, [Na+], [OH-]. The product is O=C(O)c1cc2c(C3CCCCC3)c(-c3ccccc3)[nH]c2s1. RXN SMILES: [CH2:28]1[O:29][CH2:30][CH2:31][CH2:32]1.[CH3:33][OH:34].[CH:1]1([c:7]2[c:8]3[c:9]([nH:10][c:11]2-[c:12]2[cH:13][cH:14][cH:15][cH:16][cH:17]2)[s:18][c:19]([C:21](=[O:22])[O:23][CH2:24][CH3:25])[cH:20]3)[CH2:2][CH2:3][CH2:4][CH2:5][CH2:6]1.[Na+:27].[OH-:26]>>[CH:1]1([c:7]2[c:8]3[c:9]([nH:10][c:11]2-[c:12]2[cH:13][cH:14][cH:15][cH:16][cH:17]2)[s:18][c:19]([C:21](=[O:22])[OH:23])[cH:20]3)[CH2:2][CH2:3][CH2:4][CH2:5][CH2:6]1. Starting materials: compound, C(C)(=O)N1CC(C(C2=C(C=CC(=C12)C)NC(C)=O)=O)=NO (1-Acetyl-5-acetylamino-3-hydroxyimino-8-methyl-2,3-dihydroquinoline-4-one), C(C)(=O)NC=1C=CC=C2CCC(C(C12)=O)=NO (8-acetylamino-2-hydroxyimino-1-tetralone). Product: C(C)(=O)N1CC(C(C2=C(C=CC(=C12)C)NC(C)=O)=O)NC(C)=O (1-Acetyl-3,5-diacetylamino-8-methyl-2,3-dihydro-quinoline-4-one). As a reaction SMILES: [C:1]([N:4]1[C:13]2[C:8](=[C:9]([NH:15][C:16](=[O:18])[CH3:17])[CH:10]=[CH:11][C:12]=2[CH3:14])[C:7](=[O:19])[C:6](=[N:20]O)[CH2:5]1)(=[O:3])[CH3:2].[C:22](NC1C=CC=C2C=1C(=O)C(=NO)CC2)(=[O:24])[CH3:23]>>[C:1]([N:4]1[C:13]2[C:8](=[C:9]([NH:15][C:16](=[O:18])[CH3:17])[CH:10]=[CH:11][C:12]=2[CH3:14])[C:7](=[O:19])[CH:6]([NH:20][C:22](=[O:24])[CH3:23])[CH2:5]1)(=[O:3])[CH3:2]. Procedure details: The procedure of Example 1-(3) was followed by using 2.89 gm of the compound prepared in (2) above instead of 8-acetylamino-2-hydroxyimino-1-tetralone. The reaction product was post-treated to obtain 1.65 gm of the title compound. Reactants: C(C1=CC=CC=C1)OC(=O)N1[C@H](C(=O)O)C[C@H](C1)O (trans-1-benzyloxycarbonyl-4-hydroxy-L-proline), S(O)(O)(=O)=O (sulfuric acid), CO (methanol), [OH-].[Na+] (sodium hydroxide), resultant mixture, CO (methanol). Yields the product COC([C@H]1N(C[C@@H](C1)O)C(=O)OCC1=CC=CC=C1)=O (trans-1-benzyloxycarbonyl-4-hydroxy-L-proline methyl ester). As a reaction SMILES: [CH2:1]([O:8][C:9]([N:11]1[CH2:18][C@H:17]([OH:19])[CH2:16][C@H:12]1[C:13]([OH:15])=[O:14])=[O:10])[C:2]1[CH:7]=[CH:6][CH:5]=[CH:4][CH:3]=1.S(=O)(=O)(O)O.[OH-].[Na+].[CH3:27]O>>[CH3:27][O:14][C:13](=[O:15])[C@@H:12]1[CH2:16][C@@H:17]([OH:19])[CH2:18][N:11]1[C:9]([O:8][CH2:1][C:2]1[CH:7]=[CH:6][CH:5]=[CH:4][CH:3]=1)=[O:10] |f:2.3|. Procedure: To a solution of trans-1-benzyloxycarbonyl-4-hydroxy-L-proline (138 g) in methanol (1380 ml), conc. sulfuric acid (9.92 g) was added, and the resultant mixture was refluxed for 2 hours. The reaction mixture was neutralized with 1N aqueous sodium hydroxide solution, and methanol was removed therefrom. The residue was diluted with ethyl acetate, washed with aqueous sodium chloride solution and dried over magnesium sulfate. Removal of the solvent gave trans-1-benzyloxycarbonyl-4-hydroxy-L-proline m... Starting materials: COC(C(C(=O)N)(F)F)(F)F (3-methoxytetrafluoropropionamide), N1=CC=CC=C1 (pyridine), FC(C(=O)OC(C(F)(F)F)=O)(F)F (trifluoroacetic anhydride). Run in COCCOCCOC (diglyme). Conditions: time 2 hour. Product: COC(C(C#N)(F)F)(F)F (3-methoxytetrafluoropropionitrile). Yield: 77.5%. Reaction SMILES: [CH3:1][O:2][C:3]([F:11])([F:10])[C:4]([F:9])([F:8])[C:5]([NH2:7])=O.N1C=CC=CC=1.FC(F)(F)C(OC(=O)C(F)(F)F)=O>COCCOCCOC>[CH3:1][O:2][C:3]([F:11])([F:10])[C:4]([F:9])([F:8])[C:5]#[N:7]. Procedure: A solution of 52.5 g (0.30 mol) of the amide from Part A in 200 ml of diglyme was stirred at -10° while 47.5 g (0.60 mol) of pyridine and then 63.0 g (0.30 mol) of trifluoroacetic anhydride were added. The cooling bath was removed, and the mixture was stirred at about 25° for 2 h. Evaporation of volatiles to 40° (4.5 mm) gave 42.7 g of crude product, which was distilled to afford 36.5 g (77%) of 3-methoxytetrafluoropropionitrile, b.p. 53°. IR (neat): 3.36 and 3.48 (sat'd CH), 4.42 (CN), 8-10μ (C... Product: CN1CCC(N2CCN(C(=O)Nc3cc(Oc4ccc(NC(=O)NC(=O)Cc5ccc(F)cc5)cc4)ccn3)CC2)CC1. Reactants: CCOC(C)=O, CCCCCC, O=C=NC(=O)Cc1ccc(F)cc1, CN1CCC(N2CCN(C(=O)Nc3cc(Oc4ccc(N)cc4)ccn3)CC2)CC1, C1CCOC1. As a reaction SMILES: [CH3:49][CH2:50][O:51][C:52](=[O:53])[CH3:54].[CH3:55][CH2:56][CH2:57][CH2:58][CH2:59][CH3:60].[F:31][c:32]1[cH:33][cH:34][c:35]([CH2:38][C:39](=[O:40])[N:41]=[C:42]=[O:43])[cH:36][cH:37]1.[NH2:1][c:2]1[cH:3][cH:4][c:5]([O:6][c:7]2[cH:8][c:9]([NH:13][C:14](=[O:15])[N:16]3[CH2:17][CH2:18][N:19]([CH:22]4[CH2:23][CH2:24][N:25]([CH3:28])[CH2:26][CH2:27]4)[CH2:20][CH2:21]3)[n:10][cH:11][cH:12]2)[cH:29][cH:30]1.[O:44]1[CH2:45][CH2:46][CH2:47][CH2:48]1>>[NH:1]([c:2]1[cH:3][cH:4][c:5]([O:6][c:7]2[cH:8][c:9]([NH:13][C:14](=[O:15])[N:16]3[CH2:17][CH2:18][N:19]([CH:22]4[CH2:23][CH2:24][N:25]([CH3:28])[CH2:26][CH2:27]4)[CH2:20][CH2:21]3)[n:10][cH:11][cH:12]2)[cH:29][cH:30]1)[C:42]([NH:41][C:39]([CH2:38][c:35]1[cH:34][cH:33][c:32]([F:31])[cH:37][cH:36]1)=[O:40])=[O:43].